From a dataset of the Open Reaction Database (ORD), a public repository of structured organic reaction records. describe an organic reaction: reactants, conditions, products, and yield Reactants: [I-].[Na+] (sodium iodide), NC=1SC=C(N1)/C(/C(=O)N[C@H]1[C@@H]2N(C(=C(CS2)OCC2=CC=C(C=C2)C#N)C(=O)[O-])C1=O)=N/OC.[Na+] (sodium 7β-[2-(2-aminothiazol-4-yl)-(Z)-2-methoxyiminoacetamido]-3-(4-cyanobenzyloxy)-3-cephem-4-carboxylate), C(C(C)(C)C)(=O)OCCl (chloromethyl pivalate), C(C)OCC (ethyl ether). The solvent is C(C)(=O)OCC (ethyl acetate), O (Water), CC(=O)C (acetone), CN(C=O)C (N,N-dimethylformamide). Reaction conditions: temperature 50 celsius, time 30 minute. Product: NC=1SC=C(N1)/C(/C(=O)N[C@H]1[C@@H]2N(C(=C(CS2)OCC2=CC=C(C=C2)C#N)C(=O)OCOC(C(C)(C)C)=O)C1=O)=N/OC (Pivaloyloxymethyl 7β-[2-(2-aminothiazol-4-yl)-(Z)-2-methoxyiminoacetamido]-3-(4-cyanobenzyloxy)-3-cephem-4-carboxylate). Yield: 18.2%. As a reaction SMILES: [C:1]([O:7][CH2:8]Cl)(=[O:6])[C:2]([CH3:5])([CH3:4])[CH3:3].[I-].[Na+].C(OCC)C.[NH2:17][C:18]1[S:19][CH:20]=[C:21](/[C:23](=[N:49]/[O:50][CH3:51])/[C:24]([NH:26][C@@H:27]2[C:47](=[O:48])[N:29]3[C:30]([C:44]([O-:46])=[O:45])=[C:31]([O:34][CH2:35][C:36]4[CH:41]=[CH:40][C:39]([C:42]#[N:43])=[CH:38][CH:37]=4)[CH2:32][S:33][C@H:28]23)=[O:25])[N:22]=1.[Na+]>CC(C)=O.CN(C)C=O.C(OCC)(=O)C.O>[NH2:17][C:18]1[S:19][CH:20]=[C:21](/[C:23](=[N:49]/[O:50][CH3:51])/[C:24]([NH:26][C@@H:27]2[C:47](=[O:48])[N:29]3[C:30]([C:44]([O:46][CH2:8][O:7][C:1](=[O:6])[C:2]([CH3:5])([CH3:4])[CH3:3])=[O:45])=[C:31]([O:34][CH2:35][C:36]4[CH:37]=[CH:38][C:39]([C:42]#[N:43])=[CH:40][CH:41]=4)[CH2:32][S:33][C@H:28]23)=[O:25])[N:22]=1 |f:1.2,4.5|. Procedure details: 57.4 mg (0.38 mmol) of chloromethyl pivalate was dissolved in 2 ml of acetone, and 63 mg (0.42 mmol) of sodium iodide was added thereto. The mixture was heated for 30 minutes at 50° C., and 4 ml of ethyl ether was added thereto. Insolubles were filtered off and the solvent was distilled off. Then, the residue was dissolved in 1 ml of N,N-dimethylformamide. 100 mg (0.217 mmol) of sodium 7β-[2-(2-aminothiazol-4-yl)-(Z)-2-methoxyiminoacetamido]-3-(4-cyanobenzyloxy)-3-cephem-4-carboxylate prepared i... The reactants are NNC(=O)c1cncc(Br)c1, CN1CCOCC1, O=C(Cl)CCl, ClCCl. The product is O=C(CCl)NNC(=O)c1cncc(Br)c1. RXN SMILES: [Br:1][c:2]1[cH:3][c:4]([C:8](=[O:9])[NH:10][NH2:11])[cH:5][n:6][cH:7]1.[CH3:12][N:13]1[CH2:14][CH2:15][O:16][CH2:17][CH2:18]1.[Cl:19][CH2:20][C:21](=[O:22])[Cl:23].[Cl:24][CH2:25][Cl:26]>>[Br:1][c:2]1[cH:3][c:4]([C:8](=[O:9])[NH:10][NH:11][C:21]([CH2:20][Cl:19])=[O:22])[cH:5][n:6][cH:7]1. Reactants: OC1=CC=2C(C3=CC=CC=C3C2C=C1)=O (2-hydroxyfluoren-9-one), C1(OCCO1)=O (ethylene carbonate). Run in C(C)N(CC)CC (triethylamine). Product: OCCOC1=CC=CC=2C3=CC=CC=C3C(C12)=O (2-hydroxyethoxyfluoren-9-one). Isolated yield 63.0%. RXN SMILES: O[C:2]1[CH:14]=[CH:13][C:12]2[C:11]3[C:6](=[CH:7][CH:8]=[CH:9][CH:10]=3)[C:5](=[O:15])[C:4]=2[CH:3]=1.C1(=O)[O:20][CH2:19][CH2:18][O:17]1>C(N(CC)CC)C>[OH:17][CH2:18][CH2:19][O:20][C:3]1[C:4]2[C:5](=[O:15])[C:6]3[C:11](=[CH:10][CH:9]=[CH:8][CH:7]=3)[C:12]=2[CH:13]=[CH:14][CH:2]=1. Procedure: Following the procedure described in Example 29, 2-hydroxyfluoren-9-one (Aldrich) was reacted with ethylene carbonate and triethylamine to obtain 2-hydroxyethoxyfluoren-9-one (63% yield), with a melting point of 118-119° C. The title compound, with a melting point of 131.5-133° C., was obtained in 96% yield by the previously described DBU-catalyzed reaction with VDM in heptane. Starting materials: CCI, COCCCCN1C(=O)C(C)(C)Oc2cc(C(F)(F)F)c(C(=O)NC3CN(C(=O)OC(C)(C)C)CCC3c3ccccc3)cc21, [Cl-], [H-], [NH4+], [Na+], CN(C)C=O. Yields the product CCN(C(=O)c1cc2c(cc1C(F)(F)F)OC(C)(C)C(=O)N2CCCCOC)C1CN(C(=O)OC(C)(C)C)CCC1c1ccccc1. Reaction SMILES: [CH2:48]([CH3:49])[I:50].[CH3:1][O:2][CH2:3][CH2:4][CH2:5][CH2:6][N:7]1[C:8](=[O:45])[C:9]([CH3:43])([CH3:44])[O:10][c:11]2[c:12]1[cH:13][c:14]([C:21](=[O:22])[NH:23][CH:24]1[CH2:25][N:26]([C:36](=[O:37])[O:38][C:39]([CH3:40])([CH3:41])[CH3:42])[CH2:27][CH2:28][CH:29]1[c:30]1[cH:31][cH:32][cH:33][cH:34][cH:35]1)[c:15]([C:17]([F:18])([F:19])[F:20])[cH:16]2.[Cl-:51].[H-:46].[NH4+:52].[Na+:47].[O:53]=[CH:54][N:55]([CH3:56])[CH3:57]>>[CH3:1][O:2][CH2:3][CH2:4][CH2:5][CH2:6][N:7]1[C:8](=[O:45])[C:9]([CH3:43])([CH3:44])[O:10][c:11]2[c:12]1[cH:13][c:14]([C:21](=[O:22])[N:23]([CH:24]1[CH2:25][N:26]([C:36](=[O:37])[O:38][C:39]([CH3:40])([CH3:41])[CH3:42])[CH2:27][CH2:28][CH:29]1[c:30]1[cH:31][cH:32][cH:33][cH:34][cH:35]1)[CH2:48][CH3:49])[c:15]([C:17]([F:18])([F:19])[F:20])[cH:16]2. Starting materials: ClC1C(OCC1)N1N=CC(NC1=O)=O (2-(3-Chloro-tetrahydro-2-furanyl)-3,5-dioxo-2,3,4,5-tetrahydro-1,2,4-triazine), CC(C)([O-])C.[K+] (potassium t-butoxide), CS(=O)C (dimethyl sulfoxide), ice water. Solvent: C(C)(=O)O (acetic acid). Conditions: time 3 hour. The product is O1C(C=CC1)N1N=CC(NC1=O)=O (2-(2,5-dihydro-2-furanyl)-3,5-dioxo-2,3,4,5-tetrahydro-1,2,4-triazine). RXN SMILES: Cl[CH:2]1[CH2:6][CH2:5][O:4][CH:3]1[N:7]1[C:12](=[O:13])[NH:11][C:10](=[O:14])[CH:9]=[N:8]1.CC(C)([O-])C.[K+].CS(C)=O>C(O)(=O)C>[O:4]1[CH2:5][CH:6]=[CH:2][CH:3]1[N:7]1[C:12](=[O:13])[NH:11][C:10](=[O:14])[CH:9]=[N:8]1 |f:1.2|. Procedure details: 2-(3-Chloro-tetrahydro-2-furanyl)-3,5-dioxo-2,3,4,5-tetrahydro-1,2,4-triazine (0.8 g) and potassium t-butoxide (0.7 g) are added to dimethyl sulfoxide (3 ml), and the mixture is stirred at room temperature for 3 hours. The reaction mixture is poured into ice-water. The mixture is acidified with acetic acid and extracted with chloroform. The chloroform extract is washed with water, dried and evaporated to remove the solvent. The crude residue is recrystallized from ethanol to give 2-(2,5-dihydro-... The reactants are CC(=O)[O-], COCCOC, Nc1cccc(C=Cc2nc(C3CC3)cs2)c1, [Na+], O=C1CCC(=O)O1. Product: O=C(O)CCC(=O)Nc1cccc(C=Cc2nc(C3CC3)cs2)c1. RXN SMILES: [CH3:26][C:27](=[O:28])[O-:29].[CH3:30][O:31][CH2:32][CH2:33][O:34][CH3:35].[CH:1]1([c:4]2[n:5][c:6]([CH:9]=[CH:10][c:11]3[cH:12][c:13]([NH2:17])[cH:14][cH:15][cH:16]3)[s:7][cH:8]2)[CH2:2][CH2:3]1.[Na+:25].[O:18]=[C:19]1[CH2:20][CH2:21][C:22](=[O:23])[O:24]1>>[CH:1]1([c:4]2[n:5][c:6]([CH:9]=[CH:10][c:11]3[cH:12][c:13]([NH:17][C:22]([CH2:21][CH2:20][C:19](=[O:18])[OH:24])=[O:23])[cH:14][cH:15][cH:16]3)[s:7][cH:8]2)[CH2:2][CH2:3]1.